Dataset: the Open Reaction Database (ORD), a public repository of structured organic reaction records. Task: describe an organic reaction: reactants, conditions, products, and yield Reactants: O=O (oxygen), O=[O+][O-] (ozone), CSC (dimethyl sulphide), O=[O+][O-] (ozone), O=O (oxygen), CC1(OO[C@H]2[C@H](C(C[C@@H]1C2)=O)C)C=C ((1R,4RS,5S,8R)-4,8-dimethyl-4-vinyl-2,3-dioxabicyclo[3.3.1]nonan-7-one). The solvent is CO (methanol). RXN SMILES: [CH3:1][C:2]1([CH:13]=C)[C@H:9]2[CH2:10][C@H:5]([C@@H:6]([CH3:12])[C:7](=[O:11])[CH2:8]2)[O:4][O:3]1.[O:15]=[O+][O-].O=O.CSC>CO>[CH3:1][C@:2]1([CH:13]=[O:15])[C@H:9]2[CH2:10][C@H:5]([C@@H:6]([CH3:12])[C:7](=[O:11])[CH2:8]2)[O:4][O:3]1.[CH3:1][C@@:2]1([CH:13]=[O:15])[C@H:9]2[CH2:10][C@H:5]([C@@H:6]([CH3:12])[C:7](=[O:11])[CH2:8]2)[O:4][O:3]1. Run at time 3.5 hour. Yields the product C[C@]1(OO[C@H]2[C@H](C(C[C@@H]1C2)=O)C)C=O ((1R,4R,5S,8R)-4,8-dimethyl-7-oxo-2,3dioxabicyclo[3.3.1]nonane-4-carboxaldehyde), C[C@@]1(OO[C@H]2[C@H](C(C[C@@H]1C2)=O)C)C=O ((1R,4S,5S,8R)- 4,8-dimethyl-7-oxo-2,3-dioxabicyclo[3.3.1]-nonane-4-carboxaldehyde). Procedure: 33 g of (1R,4RS,5S,8R)-4,8-dimethyl-4-vinyl-2,3-dioxabicyclo[3.3.1]nonan-7-one [obtained in accordance with Example 2(a)] are dissolved in 100 ml of methanol and cooled to -70° under argon. A stream of ozone from 40 1 of oxygen/h is introduced and maintained up to saturation (pale blue colour). After 3-4 hours the source of current is switched off and the excess ozone is displaced by oxygen. 40 ml of dimethyl sulphide are added thereto and the suspension is then allowed to warm to room temperatu...